The task is: describe an organic reaction: reactants, conditions, products, and yield. This data is from the Open Reaction Database (ORD), a public repository of structured organic reaction records. The reactants are ClC1=CC(=CS1)C=1NC(=C(N1)C=1C=NC=CC1)CC (2-(5-chlorothiophen-3-yl)-5-ethyl-4-(3-pyridyl)-imidazole), ClS(=O)(=O)O (chlorosulfonic acid), N (ammonia). Yields the product ClC1=CC(=C(S1)S(=O)(=O)O)C=1NC(=C(N1)C=1C=NC=CC1)CC (2-(5-chloro-2-sulfothiophen-3-yl)-5-ethyl-4-(3-pyridyl)imidazole), ClC1=CC(=C(S1)S(N)(=O)=O)C=1NC(=C(N1)C=1C=NC=CC1)CC (2-(5-chloro-2-sulfamoylthiophen-3-yl)-5-ethyl-4-(3-pyridyl)imidazole). As a reaction SMILES: [Cl:1][C:2]1[S:6][CH:5]=[C:4]([C:7]2[NH:8][C:9]([CH2:18][CH3:19])=[C:10]([C:12]3[CH:13]=[N:14][CH:15]=[CH:16][CH:17]=3)[N:11]=2)[CH:3]=1.[NH3:20].Cl[S:22]([OH:25])(=[O:24])=[O:23]>>[Cl:1][C:2]1[S:6][C:5]([S:22]([OH:25])(=[O:24])=[O:23])=[C:4]([C:7]2[NH:8][C:9]([CH2:18][CH3:19])=[C:10]([C:12]3[CH:13]=[N:14][CH:15]=[CH:16][CH:17]=3)[N:11]=2)[CH:3]=1.[Cl:1][C:2]1[S:6][C:5]([S:22](=[O:25])(=[O:23])[NH2:20])=[C:4]([C:7]2[NH:8][C:9]([CH2:18][CH3:19])=[C:10]([C:12]3[CH:13]=[N:14][CH:15]=[CH:16][CH:17]=3)[N:11]=2)[CH:3]=1. Reported procedure: A mixture of 2-(5-chlorothiophen-3-yl)-5-ethyl-4-(3-pyridyl)-imidazole (2.00 g) in chlorosulfonic acid (15 ml) was stirred at room temperature for one week. The mixture was slowly added dropwise to 28% aqueous ammonia (500 ml), and the resulting mixture was stirred for 30 minutes and then concentrated under reduced pressure. The resulting residue was dissolved in methanol-tetrahydrofuran (5:1), dried over anhydrous sodium sulfate and the solvent was removed under reduced pressure. The residue wa...